Dataset: the Open Reaction Database (ORD), a public repository of structured organic reaction records. Task: describe an organic reaction: reactants, conditions, products, and yield Reactants: CCCNCC1CC1, CN1CCCC1=O, Cc1nc(Cl)c2c(n1)C(C)(c1ccccc1)CCC2, [NH4+], [OH-]. The product is CCCN(CC1CC1)c1nc(C)nc2c1CCCC2(C)c1ccccc1. As a reaction SMILES: [CH2:20]([CH2:21][CH3:22])[NH:23][CH2:24][CH:25]1[CH2:26][CH2:27]1.[CH3:30][N:31]1[CH2:32][CH2:33][CH2:34][C:35]1=[O:36].[Cl:1][c:2]1[n:3][c:4]([CH3:19])[n:5][c:6]2[c:11]1[CH2:10][CH2:9][CH2:8][C:7]2([c:12]1[cH:13][cH:14][cH:15][cH:16][cH:17]1)[CH3:18].[NH4+:29].[OH-:28]>>[c:2]1([N:23]([CH2:20][CH2:21][CH3:22])[CH2:24][CH:25]2[CH2:26][CH2:27]2)[n:3][c:4]([CH3:19])[n:5][c:6]2[c:11]1[CH2:10][CH2:9][CH2:8][C:7]2([c:12]1[cH:13][cH:14][cH:15][cH:16][cH:17]1)[CH3:18]. Reactants: FC(CCO)(F)F (3,3,3-trifluoro-propan-1-ol), FC1=CC=C(C=C1)[N+](=O)[O-] (1-fluoro-4-nitro-benzene), C(=O)([O-])[O-].[Cs+].[Cs+] (Cs2CO3). Run in C(C)#N (acetonitrile). Run at temperature 100 celsius. Product: [N+](=O)([O-])C1=CC=C(C=C1)OCCC(F)(F)F (1-nitro-4-(3,3,3-trifluoro-propoxy)-benzene). Isolated yield 27.3%. Reaction SMILES: [F:1][C:2]([F:7])([F:6])[CH2:3][CH2:4][OH:5].F[C:9]1[CH:14]=[CH:13][C:12]([N+:15]([O-:17])=[O:16])=[CH:11][CH:10]=1.C([O-])([O-])=O.[Cs+].[Cs+]>C(#N)C>[N+:15]([C:12]1[CH:13]=[CH:14][C:9]([O:5][CH2:4][CH2:3][C:2]([F:7])([F:6])[F:1])=[CH:10][CH:11]=1)([O-:17])=[O:16] |f:2.3.4|. Procedure details: To a solution of a 3,3,3-trifluoro-propan-1-ol (6.22 g) in acetonitrile (200 ml) kept at RT under an argon atmosphere were added 1-fluoro-4-nitro-benzene (10.1 g) and Cs2CO3 (28.7 g) and the mixture was heated to 100° C. for 18 h. The reaction mixture was cooled to RT and partitioned between AcOEt and ice water. The layers were separated, dried, over Na2SO4 and the solvent was evaporated. The residue was purified by flash chromatography (silica gel; eluent: AcOEt/heptane:gradient 3 to 5%) to aff... Starting materials: COC(=O)c1c(Cl)cc(Br)cc1CBr, CCOC(C)=O, Cc1ccccc1, CCCCCC, CC(N)c1ccc(OC(F)(F)F)cc1, [K+], [K+], O=C([O-])[O-]. Yields the product CC(c1ccc(OC(F)(F)F)cc1)N1Cc2cc(Br)cc(Cl)c2C1=O. As a reaction SMILES: [CH3:1][O:2][C:3]([c:4]1[c:5]([CH2:12][Br:13])[cH:6][c:7]([Br:11])[cH:8][c:9]1[Cl:10])=[O:14].[CH3:35][CH2:36][O:37][C:38](=[O:39])[CH3:40].[CH3:41][c:42]1[cH:43][cH:44][cH:45][cH:46][cH:47]1.[CH3:48][CH2:49][CH2:50][CH2:51][CH2:52][CH3:53].[F:15][C:16]([O:17][c:18]1[cH:19][cH:20][c:21]([CH:24]([CH3:25])[NH2:26])[cH:22][cH:23]1)([F:27])[F:28].[K+:29].[K+:30].[O-:31][C:32]([O-:33])=[O:34]>>[C:3]1(=[O:14])[c:4]2[c:5]([cH:6][c:7]([Br:11])[cH:8][c:9]2[Cl:10])[CH2:12][N:26]1[CH:24]([c:21]1[cH:20][cH:19][c:18]([O:17][C:16]([F:15])([F:27])[F:28])[cH:23][cH:22]1)[CH3:25].